This data is from the Open Reaction Database (ORD), a public repository of structured organic reaction records. The task is: describe an organic reaction: reactants, conditions, products, and yield Run at temperature 100 celsius. The reagents and catalysts are C=1C=CC(=CC1)[P](C=2C=CC=CC2)(C=3C=CC=CC3)[Pd]([P](C=4C=CC=CC4)(C=5C=CC=CC5)C=6C=CC=CC6)([P](C=7C=CC=CC7)(C=8C=CC=CC8)C=9C=CC=CC9)[P](C=1C=CC=CC1)(C=1C=CC=CC1)C=1C=CC=CC1 (Pd(PPh3)4). RXN SMILES: Br[C:2]1[CH:7]=[CH:6][CH:5]=[C:4]([C:8]([CH3:10])=[CH2:9])[N:3]=1.[F:11][C:12]([F:51])([F:50])[C:13]1[CH:14]=[C:15]([C@H:23]2[O:27][C:26](=[O:28])[N:25]([CH2:29][C:30]3[CH:35]=[C:34]([C:36]([F:39])([F:38])[F:37])[CH:33]=[CH:32][C:31]=3B3OC(C)(C)C(C)(C)O3)[C@H:24]2[CH3:49])[CH:16]=[C:17]([C:19]([F:22])([F:21])[F:20])[CH:18]=1.COCCOC.C([O-])([O-])=O.[Na+].[Na+]>C1C=CC([P]([Pd]([P](C2C=CC=CC=2)(C2C=CC=CC=2)C2C=CC=CC=2)([P](C2C=CC=CC=2)(C2C=CC=CC=2)C2C=CC=CC=2)[P](C2C=CC=CC=2)(C2C=CC=CC=2)C2C=CC=CC=2)(C2C=CC=CC=2)C2C=CC=CC=2)=CC=1.CCO>[F:51][C:12]([F:11])([F:50])[C:13]1[CH:14]=[C:15]([C@H:23]2[O:27][C:26](=[O:28])[N:25]([CH2:29][C:30]3[CH:35]=[C:34]([C:36]([F:37])([F:38])[F:39])[CH:33]=[CH:32][C:31]=3[C:2]3[CH:7]=[CH:6][CH:5]=[C:4]([C:8]([CH3:10])=[CH2:9])[N:3]=3)[C@H:24]2[CH3:49])[CH:16]=[C:17]([C:19]([F:20])([F:22])[F:21])[CH:18]=1 |f:3.4.5,^1:67,69,88,107|. Solvent: CCO (EtOH). Procedure: In a tube were placed 2-bromo-6-isopropenylpyridine (17.5 mg, 0.0878 mmol), (4S,5R)-5-[3,5-bis(trifluoromethyl)phenyl]-4-methyl-3-[2-(4,4,5,5-tetramethyl-1,3,2-dioxaborolan-2-yl)-5-(trifluoromethyl)benzyl]-1,3-oxazolidin-2-one (26.2 mg, 0.0439 mmol), DME (190 μL), EtOH (62 μL), and 1M aqueous Na2CO3 (100 μL, 0.1 mmol). The mixture was degassed with N2. Next, Pd(PPh3)4 (9 mg, 7.8×10−3 mmol) was added and the mixture was degassed again with N2. The tube was sealed and heated at 100° C. for 2 hours... Starting materials: BrC1=NC(=CC=C1)C(=C)C (2-bromo-6-isopropenylpyridine), C(=O)([O-])[O-].[Na+].[Na+] (Na2CO3), FC(C=1C=C(C=C(C1)C(F)(F)F)[C@@H]1[C@@H](N(C(O1)=O)CC1=C(C=CC(=C1)C(F)(F)F)B1OC(C(O1)(C)C)(C)C)C)(F)F ((4S,5R)-5-[3,5-bis(trifluoromethyl)phenyl]-4-methyl-3-[2-(4,4,5,5-tetramethyl-1,3,2-dioxaborolan-2-yl)-5-(trifluoromethyl)benzyl]-1,3-oxazolidin-2-one), COCCOC (DME). Product: FC(C=1C=C(C=C(C1)C(F)(F)F)[C@@H]1[C@@H](N(C(O1)=O)CC1=C(C=CC(=C1)C(F)(F)F)C1=NC(=CC=C1)C(=C)C)C)(F)F ((4S,5R)-5-[3,5-bis(trifluoromethyl)phenyl]-3-[2-(6-isopropenylpyridine-2-yl)-5-(trifluoromethyl)benzyl]-4-methyl-1,3-oxazolidin-2-one). Reactants: BrC=1C=CC(=NC1)F (5-bromo-2-fluoropyridine), O1C(CCCC1)OCCN1N=CC(=C1)B1OC(C(O1)(C)C)(C)C (1-(2-(tetrahydro-2H-pyran-2-yloxy)ethyl)-4-(4,4,5,5-tetramethyl-1,3,2-dioxaborolan-2-yl)-1H-pyrazole), C(=O)([O-])[O-].[Na+].[Na+] (Na2CO3). The reagents and catalysts are C=1C=CC(=CC1)[P](C=2C=CC=CC2)(C=3C=CC=CC3)[Pd]([P](C=4C=CC=CC4)(C=5C=CC=CC5)C=6C=CC=CC6)([P](C=7C=CC=CC7)(C=8C=CC=CC8)C=9C=CC=CC9)[P](C=1C=CC=CC1)(C=1C=CC=CC1)C=1C=CC=CC1 (Pd(PPh3)4). Solvent: O1CCOCC1 (1,4-dioxane). Reaction conditions: temperature 85 celsius, time 6 hour. The product is FC1=NC=C(C=C1)C=1C=NN(C1)CCOC1OCCCC1 (2-fluoro-5-(1-(2-(tetrahydro-2H-pyran-2-yloxy)ethyl)-1H-pyrazol-4-yl)pyridine). The yield is 70.7%. RXN SMILES: Br[C:2]1[CH:3]=[CH:4][C:5]([F:8])=[N:6][CH:7]=1.[O:9]1[CH2:14][CH2:13][CH2:12][CH2:11][CH:10]1[O:15][CH2:16][CH2:17][N:18]1[CH:22]=[C:21](B2OC(C)(C)C(C)(C)O2)[CH:20]=[N:19]1.C([O-])([O-])=O.[Na+].[Na+]>O1CCOCC1.C1C=CC([P]([Pd]([P](C2C=CC=CC=2)(C2C=CC=CC=2)C2C=CC=CC=2)([P](C2C=CC=CC=2)(C2C=CC=CC=2)C2C=CC=CC=2)[P](C2C=CC=CC=2)(C2C=CC=CC=2)C2C=CC=CC=2)(C2C=CC=CC=2)C2C=CC=CC=2)=CC=1>[F:8][C:5]1[CH:4]=[CH:3][C:2]([C:21]2[CH:20]=[N:19][N:18]([CH2:17][CH2:16][O:15][CH:10]3[CH2:11][CH2:12][CH2:13][CH2:14][O:9]3)[CH:22]=2)=[CH:7][N:6]=1 |f:2.3.4,^1:47,49,68,87|. Procedure: A mixture of 5-bromo-2-fluoropyridine (176 mg, 1.00 mmol), 1-(2-(tetrahydro-2H-pyran-2-yloxy)ethyl)-4-(4,4,5,5-tetramethyl-1,3,2-dioxaborolan-2-yl)-1H-pyrazole (322 mg, 1.00 mmol), Pd(PPh3)4 (115 mg, 0.100 mmol) and Na2CO3 (212 mg, 2.00 mmol) in 1,4-dioxane (5 ml) was bubbled with N2 for 10 min and then stirred at 85° C. for 6 h. After being cooled to rt, the reaction mixture was filtered through celite and the filtrate was diluted with EA. The organic phase was washed with water, brine and drie... Reactants: C1(=CC=CC=C1)C1=NSC(=N1)S(=O)(=O)N (3-phenyl-1,2,4-thiadiazole-5-sulfonamide), C(C(C)C)(OC)(OC)OC (trimethyl orthoisobutyrate). The solvent is CCCCCC (Hexane). Reaction conditions: time 2.5 hour. Yields the product COC(C(C)C)=NS(=O)(=O)C1=NC(=NS1)C1=CC=CC=C1 (N-(1-Methoxy-2-methylpropylidene)-3-phenyl-1,2,4-thiadiazole-5-sulfonamide). RXN SMILES: [C:1]1([C:7]2[N:11]=[C:10]([S:12]([NH2:15])(=[O:14])=[O:13])[S:9][N:8]=2)[CH:6]=[CH:5][CH:4]=[CH:3][CH:2]=1.[C:16](OC)(OC)([O:20][CH3:21])[CH:17]([CH3:19])[CH3:18]>CCCCCC>[CH3:21][O:20][C:16](=[N:15][S:12]([C:10]1[S:9][N:8]=[C:7]([C:1]2[CH:2]=[CH:3][CH:4]=[CH:5][CH:6]=2)[N:11]=1)(=[O:14])=[O:13])[CH:17]([CH3:19])[CH3:18]. Procedure: A mixture of 3 g of 3-phenyl-1,2,4-thiadiazole-5-sulfonamide and and 11 ml of trimethyl orthoisobutyrate was warmed to about 90° using an oil bath. After 2.5 hours, the solution was allowed to cool to room temperature, whereupon a precipitate formed. Hexane (25 ml) was added to complete the precipitation. The solid was collected, washed with hexane and vacuum dried (P2O5) to give 3.34 g of solid, m.p. 123°-124°. Reported procedure: A mixture of 21.6 g (59.2 mmol) 3-(1-benzyl-piperidin-4-yl)-7-methoxy-1,3,4,5-tetrahydro-1,3-benzodiazepin-2-one and 2.5 g palladium on charcoal (10%) in 300 mL methanol was hydrogenated in a 3 bar hydrogen atmosphere at 50° C. until the reaction was complete. The catalyst was removed by suction filtering and the mother liquor was concentrated by rotary evaporation. The residue was triturated with 150 mL DIPE, suction filtered, washed with 100 mL DIPE and dried at 40° C. in the CAD. 13.2 g of th... Reactants: C(C1=CC=CC=C1)N1CCC(CC1)N1C(NC2=C(CC1)C=C(C=C2)OC)=O (3-(1-benzyl-piperidin-4-yl)-7-methoxy-1,3,4,5-tetrahydro-1,3-benzodiazepin-2-one), [H][H] (hydrogen). Yields the product COC=1C=CC2=C(CCN(C(N2)=O)C2CCNCC2)C1 (7-methoxy-3-piperidin-4-yl-1,3,4,5-tetrahydro-1,3-benzodiazepin-2-one). RXN SMILES: C([N:8]1[CH2:13][CH2:12][CH:11]([N:14]2[CH2:20][CH2:19][C:18]3[CH:21]=[C:22]([O:25][CH3:26])[CH:23]=[CH:24][C:17]=3[NH:16][C:15]2=[O:27])[CH2:10][CH2:9]1)C1C=CC=CC=1.[H][H]>[Pd].CO>[CH3:26][O:25][C:22]1[CH:23]=[CH:24][C:17]2[NH:16][C:15](=[O:27])[N:14]([CH:11]3[CH2:12][CH2:13][NH:8][CH2:9][CH2:10]3)[CH2:20][CH2:19][C:18]=2[CH:21]=1. Solvent: CO (methanol). The reagents and catalysts are [Pd] (palladium on charcoal). Yield: 81.0%.